This data is from the Open Reaction Database (ORD), a public repository of structured organic reaction records. The task is: describe an organic reaction: reactants, conditions, products, and yield Reactants: O=[N+]([O-])c1ccc(OCc2ccccc2)cc1F, CCO, [Cl-], [Fe], [NH4+], O. RXN SMILES: [CH2:1]([c:2]1[cH:3][cH:4][cH:5][cH:6][cH:7]1)[O:8][c:9]1[cH:10][c:11]([F:18])[c:12]([N+:15]([O-:16])=[O:17])[cH:13][cH:14]1.[CH3:21][CH2:22][OH:23].[Cl-:19].[Fe:25].[NH4+:20].[OH2:24]>>[CH2:1]([c:2]1[cH:3][cH:4][cH:5][cH:6][cH:7]1)[O:8][c:9]1[cH:10][c:11]([F:18])[c:12]([NH2:15])[cH:13][cH:14]1. Product: Nc1ccc(OCc2ccccc2)cc1F. Starting materials: [H-].[Al+3].[Li+].[H-].[H-].[H-] (lithium aluminium hydride), C(C)OC(=O)C=1N=CC=2N(C3=CC=CC=C3C2C1)CC (9-ethyl-9H-β-carboline-3-carboxylic acid ethyl ester). The solvent is O1CCCC1 (tetrahydrofuran), O1CCCC1 (tetrahydrofuran). Reaction conditions: temperature 0 celsius, time 6 hour. The product is C(C)N1C2=CC=CC=C2C=2C=C(N=CC12)C=O (9-ethyl-9H-β-carboline-3-carbaldehyde). As a reaction SMILES: [H-].[Al+3].[Li+].[H-].[H-].[H-].C([O:9][C:10]([C:12]1[N:13]=[CH:14][C:15]2[N:16]([CH2:25][CH3:26])[C:17]3[C:22]([C:23]=2[CH:24]=1)=[CH:21][CH:20]=[CH:19][CH:18]=3)=O)C>O1CCCC1>[CH2:25]([N:16]1[C:15]2[CH:14]=[N:13][C:12]([CH:10]=[O:9])=[CH:24][C:23]=2[C:22]2[C:17]1=[CH:18][CH:19]=[CH:20][CH:21]=2)[CH3:26] |f:0.1.2.3.4.5|. Procedure: To a suspension of lithium aluminium hydride (116 mg, 3.06 mmol, 1 eq) in anhydrous tetrahydrofuran (15 mL) was added at 0° C. under nitrogen a solution of 9-ethyl-9H-β-carboline-3-carboxylic acid ethyl ester (820 mg, 3.06 mmol, 1 eq) in anhydrous tetrahydrofuran (25 mL). The reaction mixture was stirred at 0° C. for 6 h then quenched with a 5% aqueous solution of sodium hydroxide (2.88 mL). The solid formed was filtered, washed with ethyl acetate and dried to afford the title compound, which is... Procedure details: Sodium formate (0.308 g, 4.58 mmol) was added to a solution of compound of Example 2 (0.8 g, 2.26 mmol) in formic acid 85% (8 mL) and refluxed for 2 h. The reaction mixture was diluted using water (20 mL) and the solid obtained was filtered, washed with water and dried. The product was purified by crystalisation using DMF/methanol to obtain the title compound. Yield: 0.78 g, (91%); 1H NMR (DMSO-d6, 300 MHz): δ 2.64 (s, 3H, CH3), 5.31 (s, 2H, CH2), 7.70 (s, 1H, Ar), 7.87 (s, 1H, Ar), 7.93 (s, 1H,... The product is ClC1=CC(=CC2=C1OC1=C(S(C2)(=O)=O)C=C(C=C1C)C(=O)O)NC=O (4-Chloro-2-formylamino-6-methyl-10,10-dioxo-10,11-dihydro-5-oxa-10lambda*6*-thia-dibenzo[a,d]cycloheptene-8-carboxylic acid). Reactants: C(=O)[O-].[Na+] (Sodium formate), NC1=CC2=C(OC3=C(S(C2)(=O)=O)C=C(C=C3C)C(=O)O)C(=C1)Cl (2-Amino-4-chloro-6-methyl-10,10-dioxo-10,11-dihydro-5-oxa-10lambda*6*-thia-dibenzo[a,d]cycloheptene-8-carboxylic acid), O (water). As a reaction SMILES: [CH:1]([O-])=[O:2].[Na+].[NH2:5][C:6]1[CH:26]=[C:25]([Cl:27])[C:9]2[O:10][C:11]3[C:20]([CH3:21])=[CH:19][C:18]([C:22]([OH:24])=[O:23])=[CH:17][C:12]=3[S:13](=[O:16])(=[O:15])[CH2:14][C:8]=2[CH:7]=1.O>C(O)=O>[Cl:27][C:25]1[C:9]2[O:10][C:11]3[C:20]([CH3:21])=[CH:19][C:18]([C:22]([OH:24])=[O:23])=[CH:17][C:12]=3[S:13](=[O:15])(=[O:16])[CH2:14][C:8]=2[CH:7]=[C:6]([NH:5][CH:1]=[O:2])[CH:26]=1 |f:0.1|. Solvent: C(=O)O (formic acid). Reactants: Clc1ccnc2ccc(Br)cc12, [H-], [Na+], CN(C)C=O, OCCO. Yields the product OCCOc1ccnc2ccc(Br)cc12. Reaction SMILES: [Cl:7][c:8]1[cH:9][cH:10][n:11][c:12]2[cH:13][cH:14][c:15]([Br:18])[cH:16][c:17]12.[H-:1].[Na+:2].[O:19]=[CH:20][N:21]([CH3:22])[CH3:23].[OH:3][CH2:4][CH2:5][OH:6]>>[O:3]([CH2:4][CH2:5][OH:6])[c:8]1[cH:9][cH:10][n:11][c:12]2[cH:13][cH:14][c:15]([Br:18])[cH:16][c:17]12. Starting materials: C(C1=CC=CC=C1)(=O)[O-].[Cs+] (cesium benzoate), CN(C(=CC(=[N+](C)C)N(C)C)N(C)C)C (3,3-bisdimethylamino-N,N,N',N'-tetramethylacrylamidinium). Solvent: C(C)O (ethanol), C(C)O (ethanol). Conditions: time 8 hour. Yields the product C(C1=CC=CC=C1)(=O)[O-].CN(C(=CC(=[N+](C)C)N(C)C)N(C)C)C (3,3-Bisdimethylamino-N,N,N',N'-tetramethylacrylamidinium benzoate). Isolated yield 72.0%. Reaction SMILES: [C:1]([O-:9])(=[O:8])[C:2]1[CH:7]=[CH:6][CH:5]=[CH:4][CH:3]=1.[Cs+].[CH3:11][N:12]([CH3:25])[C:13]([N:22]([CH3:24])[CH3:23])=[CH:14][C:15]([N:19]([CH3:21])[CH3:20])=[N+:16]([CH3:18])[CH3:17]>C(O)C>[C:1]([O-:9])(=[O:8])[C:2]1[CH:7]=[CH:6][CH:5]=[CH:4][CH:3]=1.[CH3:18][N:16]([CH3:17])[C:15]([N:19]([CH3:21])[CH3:20])=[CH:14][C:13]([N:22]([CH3:24])[CH3:23])=[N+:12]([CH3:25])[CH3:11] |f:0.1,4.5|. Reported procedure: A solution of 2.11 g (8.3 mmoles) of cesium benzoate in 45 ml of ethanol (dried over molecular sieves) was added to a slurry of 2.6 g (8.3 mmoles) of 3,3-bisdimethylamino-N,N,N',N'-tetramethylacrylamidinium perchlorate1 in 45 ml of dry ethanol. The resulting mixture was stirred overnight, filtered, and the filtrate evaporated to dryness at 35° C. To the residue dissolved in 10 ml of dry ethanol was added an additional 0.97 g of the perchlorate. The resulting mixture was stirred overnight, filter... Reactants: C=CCOc1cc([N+](=O)[O-])ccc1OC, CS(C)=O, [Na+], [OH-]. Product: C=CCOc1cc([N+](=O)[O-])ccc1O. RXN SMILES: [CH2:3]([CH:4]=[CH2:5])[O:6][c:7]1[cH:8][c:9]([N+:15](=[O:16])[O-:17])[cH:10][cH:11][c:12]1[O:13][CH3:14].[CH3:18][S:19](=[O:20])[CH3:21].[Na+:2].[OH-:1]>>[CH2:3]([CH:4]=[CH2:5])[O:6][c:7]1[cH:8][c:9]([N+:15](=[O:16])[O-:17])[cH:10][cH:11][c:12]1[OH:13].